From a dataset of the Open Reaction Database (ORD), a public repository of structured organic reaction records. describe an organic reaction: reactants, conditions, products, and yield Starting materials: CCN(C(C)C)C(C)C (DIPEA), N1CCOCC1 (morpholine), BrC(C(=O)OCC)C1=CC=CC=C1 (Ethyl 2-bromo-2-phenylacetate). Run in C(C)#N (acetonitrile). Reaction conditions: time 1.5 hour. Product: O1CCN(CC1)C(C(=O)OCC)C1=CC=CC=C1 (ethyl 2-morpholino-2-phenylacetate). The yield is 112.5%. RXN SMILES: Br[CH:2]([C:8]1[CH:13]=[CH:12][CH:11]=[CH:10][CH:9]=1)[C:3]([O:5][CH2:6][CH3:7])=[O:4].CCN(C(C)C)C(C)C.[NH:23]1[CH2:28][CH2:27][O:26][CH2:25][CH2:24]1>C(#N)C>[O:26]1[CH2:27][CH2:28][N:23]([CH:2]([C:8]2[CH:13]=[CH:12][CH:11]=[CH:10][CH:9]=2)[C:3]([O:5][CH2:6][CH3:7])=[O:4])[CH2:24][CH2:25]1. Procedure details: Ethyl 2-bromo-2-phenylacetate (0.22 ml, 1.23 mmol) was dissolved in acetonitrile (4.0 ml) and DIPEA (0.26 ml, 1.48 mmol) and morpholine (0.13 ml, 1.481 mmol) were sequentially added. The solution was stirred at room temperature for 1.5 hours. Acetonitrile was evaporated and the residue was purified by flash chromatography (petroleum ether/EtOAc=85/15) to obtain ethyl 2-morpholino-2-phenylacetate (345 mg, quantitative yield) as a colorless oil. The reactants are [H-].C(C(C)C)[Al+]CC(C)C (diisobutylaluminium hydride), O1C(CCCC1)O[C@H](/C=C/[C@@H]1[C@H]2CC(O[C@H]2C[C@H]1OC1OCCCC1)=O)CC#CCC ((1S,5R,6R,7R)-6-[(1E)-(3S)-3-(tetrahydropyran-2-yloxy)-1-octen-5-ynyl]-7-(tetrahydropyran-2-yloxy)-2-oxabicyclo[3.3.0]-octan-3-one), C(C)(C)O (isopropanol), O (water). Solvent: C1(=CC=CC=C1)C (toluene). Run at temperature -70 celsius, time 0.5 hour. Product: O1C(CCCC1)O[C@H](/C=C/[C@H]1[C@@H](C[C@@H]2OC(C[C@@H]21)O)OC2OCCCC2)CC#CCC ((2RS,3aR,4R,5R,6aS)-4-[(1E)-(3S)-3-(tetrahydropyran-2-yloxy)-1-octen-5-ynyl]-2-hydroxy-5-(tetrahydropyran-2-yloxy)-perhydrocyclopenta[b]furan). Yield: 96.1%. RXN SMILES: [H-].C([Al+]CC(C)C)C(C)C.[O:11]1[CH2:16][CH2:15][CH2:14][CH2:13][CH:12]1[O:17][C@@H:18]([CH2:37][C:38]#[C:39][CH2:40][CH3:41])/[CH:19]=[CH:20]/[C@H:21]1[C@H:28]([O:29][CH:30]2[CH2:35][CH2:34][CH2:33][CH2:32][O:31]2)[CH2:27][C@H:26]2[C@@H:22]1[CH2:23][C:24](=[O:36])[O:25]2.C(O)(C)C.O>C1(C)C=CC=CC=1>[O:11]1[CH2:16][CH2:15][CH2:14][CH2:13][CH:12]1[O:17][C@@H:18]([CH2:37][C:38]#[C:39][CH2:40][CH3:41])/[CH:19]=[CH:20]/[C@@H:21]1[C@@H:22]2[C@@H:26]([O:25][CH:24]([OH:36])[CH2:23]2)[CH2:27][C@H:28]1[O:29][CH:30]1[CH2:35][CH2:34][CH2:33][CH2:32][O:31]1 |f:0.1|. Procedure details: 17.9 ml of a diisobutylaluminium hydride solution (20% in toluene) are added dropwise, under argon, to a solution of 4.3 g of the lactone prepared in Example (23f) in 84 ml of toluene cooled to -70° C. After 0.5 hour, 1.0 ml of isopropanol and 8.97 ml of water are added to the reaction mixture and the whole is stirred at room temperature for 2.5 hours. The precipitate is filtered off and washed with methylene chloride, and the combined organic phases are dried over magnesium sulphate and concent... Starting materials: Cc1ccc2c(c1)C(=O)C(=O)N2CCCN(C(C)C)C(C)C, Cl, NNC(N)=O. Product: Cc1ccc2c(c1)C(=NNC(N)=O)C(=O)N2CCCN(C(C)C)C(C)C. Reaction SMILES: [CH:1]([CH3:2])([CH3:3])[N:4]([CH2:5][CH2:6][CH2:7][N:8]1[C:9](=[O:10])[C:11](=[O:12])[c:13]2[cH:14][c:15]([CH3:19])[cH:16][cH:17][c:18]21)[CH:20]([CH3:21])[CH3:22].[ClH:23].[NH2:24][NH:25][C:26](=[O:27])[NH2:28]>>[CH:1]([CH3:2])([CH3:3])[N:4]([CH2:5][CH2:6][CH2:7][N:8]1[C:9](=[O:10])[C:11](=[N:24][NH:25][C:26](=[O:27])[NH2:28])[c:13]2[cH:14][c:15]([CH3:19])[cH:16][cH:17][c:18]21)[CH:20]([CH3:21])[CH3:22].